describe an organic reaction: reactants, conditions, products, and yield From a dataset of the Open Reaction Database (ORD), a public repository of structured organic reaction records. Reactants: CNc1ccc([N+](=O)[O-])cc1[N+](=O)[O-], [H-], [Na+], CN(C)C=O, O, O=S(=O)(Cl)c1ccccc1. Yields the product CN(c1ccc([N+](=O)[O-])cc1[N+](=O)[O-])S(=O)(=O)c1ccccc1. As a reaction SMILES: [CH3:3][NH:4][c:5]1[c:6]([N+:14](=[O:15])[O-:16])[cH:7][c:8]([N+:11](=[O:12])[O-:13])[cH:9][cH:10]1.[H-:1].[Na+:2].[O:28]=[CH:29][N:30]([CH3:31])[CH3:32].[OH2:27].[c:17]1([S:23](=[O:24])(=[O:25])[Cl:26])[cH:18][cH:19][cH:20][cH:21][cH:22]1>>[CH3:3][N:4]([c:5]1[c:6]([N+:14](=[O:15])[O-:16])[cH:7][c:8]([N+:11](=[O:12])[O-:13])[cH:9][cH:10]1)[S:23]([c:17]1[cH:18][cH:19][cH:20][cH:21][cH:22]1)(=[O:24])=[O:25]. Reactants: BrC1=CC=C(C=C1)CCCC(=O)NC=1C=CC(=C(CN(C(OC(C)(C)C)=O)C)C1)SCC (tert-Butyl 5-(4-(4-bromophenyl)butanamido)-2-(ethylthio)benzyl(methyl)carbamate), C(C)(C)(C)OC(N(C)CC1=C(C=CC(=C1)N)SC(C)C)=O (tert-Butyl-(5-amino-2-(isopropylthio)benzyl)(methyl)carbamate), BrC1=CC=C(C=C1)C(C(=O)O)CC (4-bromophenylbutanoic acid). The product is BrC1=CC=C(C=C1)CCCC(=O)NC=1C=CC(=C(CN(C(OC(C)(C)C)=O)C)C1)SC(C)C (tert-Butyl 5-(4-(4-bromophenyl)butanamido)-2-(isopropylthio)benzyl(methyl)carbamate). The yield is 89.0%. RXN SMILES: [Br:1][C:2]1[CH:7]=[CH:6][C:5]([CH2:8][CH2:9][CH2:10][C:11]([NH:13][C:14]2[CH:15]=[CH:16][C:17]([S:30][CH2:31][CH3:32])=[C:18]([CH:29]=2)[CH2:19][N:20]([CH3:28])[C:21](=[O:27])[O:22][C:23]([CH3:26])([CH3:25])[CH3:24])=[O:12])=[CH:4][CH:3]=1.[C:33](OC(=O)N(CC1C=C(N)C=CC=1SC(C)C)C)(C)(C)C.BrC1C=CC(C(CC)C(O)=O)=CC=1>>[Br:1][C:2]1[CH:3]=[CH:4][C:5]([CH2:8][CH2:9][CH2:10][C:11]([NH:13][C:14]2[CH:15]=[CH:16][C:17]([S:30][CH:31]([CH3:33])[CH3:32])=[C:18]([CH:29]=2)[CH2:19][N:20]([CH3:28])[C:21](=[O:27])[O:22][C:23]([CH3:26])([CH3:25])[CH3:24])=[O:12])=[CH:6][CH:7]=1. Reported procedure: Using a procedure analogous to that used for preparation of 17B, 16E (0.418 g, 1.35 mmol) was reacted with 4-bromophenylbutanoic acid (0.340 g, 1.40 mmol) to give 18A (0.642 g, 89%) as a white solid. MS (ESI) m/z 537.0 (M+H)+. Reactants: [BH4-].[Na+] (NaBH4), BrCC(=O)C1=CC=CC2=CC(=CC=C12)OC (2-bromoacetyl-6-methoxynaphthalene), O=C1NC2=C(N1C1CCNCC1)C=CC=C2 (4-(2-oxo-1-benzimidazolinyl)-piperidine), C(=O)(O)[O-].[Na+] (NaHCO3), CO (methanol). Solvent: O (water). Conditions: time 5 hour. Product: O=C1NC2=C(N1C1CCN(CC1)CC(O)C1=CC3=CC=C(C=C3C=C1)OC)C=CC=C2 (2-[4-(2-Oxo-1-benzimidazolinyl)-1-piperidinyl]-1-(6-methoxy-2-naphthyl)-ethanol). RXN SMILES: BrCC([C:5]1[C:14]2[C:9](=[CH:10][C:11]([O:15][CH3:16])=[CH:12][CH:13]=2)[CH:8]=[CH:7][CH:6]=1)=O.[O:17]=[C:18]1[N:22]([CH:23]2[CH2:28][CH2:27][NH:26][CH2:25][CH2:24]2)[C:21]2[CH:29]=[CH:30][CH:31]=[CH:32][C:20]=2[NH:19]1.[C:33]([O-:36])(O)=O.[Na+].[BH4-].[Na+].[CH3:40]O>O>[O:17]=[C:18]1[N:22]([CH:23]2[CH2:24][CH2:25][N:26]([CH2:40][CH:33]([C:6]3[CH:7]=[CH:8][C:9]4[C:14](=[CH:13][CH:12]=[C:11]([O:15][CH3:16])[CH:10]=4)[CH:5]=3)[OH:36])[CH2:27][CH2:28]2)[C:21]2[CH:29]=[CH:30][CH:31]=[CH:32][C:20]=2[NH:19]1 |f:2.3,4.5|. Procedure: A mixture of 5.7 g of 2-bromoacetyl-6-methoxynaphthalene (20 mmole), 3.95 g of 4-(2-oxo-1-benzimidazolinyl)-piperidine (18 mmole); b 1.7 g of NaHCO3 (20 mmole) and 60 ml of methanol is refluxed with stirring for 5 hours, then 1.4 g of NaBH4 (37 mmole) dissolved in 7 ml of alkaline water is dropped while maintaining the reaction mixture at the boiling temperature.